From a dataset of the Open Reaction Database (ORD), a public repository of structured organic reaction records. describe an organic reaction: reactants, conditions, products, and yield Reactants: Cc1cncn1-c1cc(NC(=O)O)cc(C(F)(F)F)c1, Cc1nccn1-c1cc(NC(=O)O)cc(C(F)(F)F)c1. Yields the product Cc1cncn1-c1cc(N)cc(C(F)(F)F)c1. Reaction SMILES: [CH3:1][c:2]1[cH:3][n:4][cH:5][n:6]1-[c:7]1[cH:8][c:9]([NH:17][C:18](=[O:19])[OH:20])[cH:10][c:11]([C:13]([F:14])([F:15])[F:16])[cH:12]1.[CH3:21][c:22]1[n:23](-[c:24]2[cH:25][c:26]([NH:27][C:28](=[O:29])[OH:30])[cH:31][c:32]([C:33]([F:34])([F:35])[F:36])[cH:37]2)[cH:38][cH:39][n:40]1>>[CH3:1][c:2]1[cH:3][n:4][cH:5][n:6]1-[c:7]1[cH:8][c:9]([NH2:17])[cH:10][c:11]([C:13]([F:14])([F:15])[F:16])[cH:12]1.